This data is from the Open Reaction Database (ORD), a public repository of structured organic reaction records. The task is: describe an organic reaction: reactants, conditions, products, and yield Starting materials: ClC1=C(C(=O)C2=CC=CC=C2)C=CC(=C1Cl)O (2,3-dichloro-4-hydroxybenzophenone), Cl.NO (hydroxylamine hydrochloride). The solvent is N1=CC=CC=C1 (pyridine). Product: ClC1=C(C(C2=CC=CC=C2)=NO)C=CC(=C1Cl)O (2,3-dichloro-4-hydroxy-benzophenone oxime). As a reaction SMILES: [Cl:1][C:2]1[C:15]([Cl:16])=[C:14]([OH:17])[CH:13]=[CH:12][C:3]=1[C:4]([C:6]1[CH:11]=[CH:10][CH:9]=[CH:8][CH:7]=1)=O.Cl.[NH2:19][OH:20]>N1C=CC=CC=1>[Cl:1][C:2]1[C:15]([Cl:16])=[C:14]([OH:17])[CH:13]=[CH:12][C:3]=1[C:4](=[N:19][OH:20])[C:6]1[CH:11]=[CH:10][CH:9]=[CH:8][CH:7]=1 |f:1.2|. Reported procedure: A solution of 18.0 g of 2,3-dichloro-4-hydroxybenzophenone and 9.3 g of hydroxylamine hydrochloride in 100 ml of pyridine is refluxed for 2 hours. Thereafter, the pyridine is evaporated under vacuum and the residual liquid is partitioned between 5% hydrochloric acid and ethyl acetate. The ethylacetate extract is washed with water, dried, and evaporated to give 2,3-dichloro-4-hydroxy-benzophenone oxime. Starting materials: O=C([O-])[O-], CN(C)C=O, CCOC(C)=O, Clc1nc2ccc(Br)cc2s1, Cl, Cl, [K+], [K+], C1CCN(C2CCNC2)CC1, O. The product is Brc1ccc2nc(N3CCC(N4CCCCC4)C3)sc2c1. RXN SMILES: [C:25](=[O:26])([O-:27])[O-:28].[CH3:32][N:33]([CH3:34])[CH:35]=[O:36].[CH3:37][CH2:38][O:39][C:40](=[O:41])[CH3:42].[Cl:1][c:2]1[s:3][c:4]2[c:5]([n:6]1)[cH:7][cH:8][c:9]([Br:11])[cH:10]2.[ClH:12].[ClH:13].[K+:29].[K+:30].[NH:14]1[CH2:15][CH:16]([N:19]2[CH2:20][CH2:21][CH2:22][CH2:23][CH2:24]2)[CH2:17][CH2:18]1.[OH2:31]>>[c:2]1([N:14]2[CH2:15][CH:16]([N:19]3[CH2:20][CH2:21][CH2:22][CH2:23][CH2:24]3)[CH2:17][CH2:18]2)[s:3][c:4]2[c:5]([n:6]1)[cH:7][cH:8][c:9]([Br:11])[cH:10]2. The reactants are ClC1=C(C(=CC=C1)N)NC1=CC=CC=C1 (3-chloro-N2-phenylbenzene-1,2-diamine), C(C)(C)(C)OC(=O)N[C@H](C(=O)O)C ((S)-2-tertbutoxycarbonylaminopropionic acid), C1=CC2=C(N=C1)N(N=N2)O (HOAt), Cl.CN(CCCN=C=NCC)C (N-(3-dimethylaminopropyl)-N′-ethylcarbodiimide hydrochloride), CN1CCOCC1 (4-methylmorpholine). The solvent is C(Cl)Cl (DCM), C(Cl)Cl (DCM). Run at time 19 hour. Yields the product C(C)(C)(C)OC(N[C@@H](C)C1=NC2=C(N1C1=CC=CC=C1)C(=CC=C2)Cl)=O ([(S)-1-(7-Chloro-1-phenyl-1H-benzoimidazol-2-yl)ethyl]carbamic acid tertbutyl ester). As a reaction SMILES: [Cl:1][C:2]1[CH:7]=[CH:6][CH:5]=[C:4]([NH2:8])[C:3]=1[NH:9][C:10]1[CH:15]=[CH:14][CH:13]=[CH:12][CH:11]=1.[C:16]([O:20][C:21]([NH:23][C@@H:24]([CH3:28])[C:25](O)=O)=[O:22])([CH3:19])([CH3:18])[CH3:17].C1C=NC2N(O)N=NC=2C=1.Cl.CN(C)CCCN=C=NCC.CN1CCOCC1>C(Cl)Cl>[C:16]([O:20][C:21](=[O:22])[NH:23][C@H:24]([C:25]1[N:9]([C:10]2[CH:11]=[CH:12][CH:13]=[CH:14][CH:15]=2)[C:3]2[C:2]([Cl:1])=[CH:7][CH:6]=[CH:5][C:4]=2[N:8]=1)[CH3:28])([CH3:19])([CH3:18])[CH3:17] |f:3.4|. Reported procedure: A mixture of 3-chloro-N2-phenylbenzene-1,2-diamine (495 mg, 2.26 mmol), (S)-2-tertbutoxycarbonylaminopropionic acid (470 mg, 2.48 mmol), HOAt (338 mg, 2.48 mmol), N-(3-dimethylaminopropyl)-N′-ethylcarbodiimide hydrochloride (477 mg, 2.48 mmol) and 4-methylmorpholine (0.550 mL, 4.97 mmol) in anhydrous DCM (15 mL) was stirred at RT for 19 h. The reaction mixture was diluted with DCM (100 mL) and washed with a saturated solution of NaHCO3. The organic layer was then dried and concentrated in vacuo.... Reaction SMILES: [Al+3:2].[CH3:18][C:19]([Cl:20])=[O:21].[CH3:5][C:6]([CH3:7])([c:8]1[cH:9][cH:10][cH:11][cH:12][cH:13]1)[NH:14][C:15]([CH3:16])=[O:17].[Cl-:1].[Cl-:3].[Cl-:4].[Cl:23][CH:24]([Cl:25])[CH3:26].[OH2:22]>>[CH3:5][C:6]([CH3:7])([c:8]1[cH:9][cH:10][c:11]([C:19]([CH3:18])=[O:21])[cH:12][cH:13]1)[NH:14][C:15]([CH3:16])=[O:17]. The product is CC(=O)NC(C)(C)c1ccc(C(C)=O)cc1. Reactants: [Al+3], CC(=O)Cl, CC(=O)NC(C)(C)c1ccccc1, [Cl-], [Cl-], [Cl-], CC(Cl)Cl, O. Starting materials: COC1=C(CN2C(NC3=CC=CC=C3C2)=S)C=CC=C1 (3-(2-methoxybenzyl)-3,4-dihydroquinazolin-2(1H)-thione), CI (CH3I). The solvent is ClCCl (dichloromethane). Conditions: time 12 hour. Yields the product COC1=C(CN2C(=NC3=CC=CC=C3C2)SC)C=CC=C1 (3-(2-Methoxybenzyl)-2-(methylthio)-3,4-dihydroquinazoline). As a reaction SMILES: [CH3:1][O:2][C:3]1[CH:20]=[CH:19][CH:18]=[CH:17][C:4]=1[CH2:5][N:6]1[CH2:15][C:14]2[C:9](=[CH:10][CH:11]=[CH:12][CH:13]=2)[NH:8][C:7]1=[S:16].[CH3:21]I>ClCCl>[CH3:1][O:2][C:3]1[CH:20]=[CH:19][CH:18]=[CH:17][C:4]=1[CH2:5][N:6]1[CH2:15][C:14]2[C:9](=[CH:10][CH:11]=[CH:12][CH:13]=2)[N:8]=[C:7]1[S:16][CH3:21]. Reported procedure: 3.0 g (10.55 mmol) 3-(2-methoxybenzyl)-3,4-dihydroquinazolin-2(1H)-thione was dissolved in 40 mL dichloromethane, 1.31 mL CH3I was added and stirred for approx. 12 hours at room temperature. The reaction mixture was evaporated until dry and the resulting residue was stirred with a mixture of n-pentane/diethyl ether; 3.1 g white solids.